Dataset: the Open Reaction Database (ORD), a public repository of structured organic reaction records. Task: describe an organic reaction: reactants, conditions, products, and yield The reactants are C(C1=CC=CC=C1)C(CN(C=1SC=CN1)C1CC2=CC=CC=C2C1)C1NCCCC1 (2-[1-Benzyl-2-((indan-2-yl)(thiazol-2-yl)amino)ethyl]piperidine), ClC(=O)OCC(C)C (isobutyl chloroformate), CO (Methanol). Solvent: ClCCCl (DCE). Run at time 16 hour. Product: C1C(CC2=CC=CC=C12)N(CCC1NCCCC1)C=1SC=CN1 (2-[2-((Indan-2-yl)(thiazol-2-yl)amino)ethyl]piperidine). As a reaction SMILES: C([CH:8]([CH:25]1[CH2:30][CH2:29][CH2:28][CH2:27][NH:26]1)[CH2:9][N:10]([CH:16]1[CH2:24][C:23]2[C:18](=[CH:19][CH:20]=[CH:21][CH:22]=2)[CH2:17]1)[C:11]1[S:12][CH:13]=[CH:14][N:15]=1)C1C=CC=CC=1.ClC(OCC(C)C)=O.CO>ClCCCl>[CH2:17]1[C:18]2[C:23](=[CH:22][CH:21]=[CH:20][CH:19]=2)[CH2:24][CH:16]1[N:10]([C:11]1[S:12][CH:13]=[CH:14][N:15]=1)[CH2:9][CH2:8][CH:25]1[CH2:30][CH2:29][CH2:28][CH2:27][NH:26]1. Reported procedure: To a stirred solution of compound 52 (0.688 g, 1.64 mmol) in DCE (15 mL) was added isobutyl chloroformate (0.53 mL, 4.94 mmol) at 0° C. and the solution was refluxed for 9.5 hours. Methanol (30 mL) was added and the mixture was allowed to stir at rt for 16 hours. The reaction mixture was concentrated under reduced pressure to provide compound 53. The reactants are C(C)OC1=CSC2=C1N(C=C(C2=O)C(=O)OCC)C (Ethyl 3-ethoxy-4-methyl-7-oxo-4,7-dihydrothieno[3,2-b]pyridine-6-carboxylate), N (ammonia). Run in C(C)O (ethanol). Product: C(C)OC1=CSC2=C1N(C=C(C2=O)C(=O)N)C (3-ethoxy-4-methyl-7-oxo-4,7-dihydrothieno[3,2-b]pyridine-6-carboxamide). RXN SMILES: [CH2:1]([O:3][C:4]1[C:8]2[N:9]([CH3:19])[CH:10]=[C:11]([C:14](OCC)=[O:15])[C:12](=[O:13])[C:7]=2[S:6][CH:5]=1)[CH3:2].[NH3:20]>C(O)C>[CH2:1]([O:3][C:4]1[C:8]2[N:9]([CH3:19])[CH:10]=[C:11]([C:14]([NH2:20])=[O:15])[C:12](=[O:13])[C:7]=2[S:6][CH:5]=1)[CH3:2]. Reported procedure: Ethyl 3-ethoxy-4-methyl-7-oxo-4,7-dihydrothieno[3,2-b]pyridine-6-carboxylate (3 g) and a saturated solution of ammonia in ethanol (70 ml) were stirred together in a sealed stainless steel pressure vessel at 130° for 24 hours. After allowing to cool to ambient temperature the mixture was filtered and the solid was dried to give the novel compound 3-ethoxy-4-methyl-7-oxo-4,7-dihydrothieno[3,2-b]pyridine-6-carboxamide, m.p. 286°-287°. Reactants: mixture, ClC1=C(C=CC(=C1)Cl)C(O)C1C(C1)(F)F ((2,4-Dichlorophenyl)(2,2-difluorocyclopropyl)methanol), C(C)(=O)OC(C1=CC=C(C=C1)C(F)(F)F)C1C(C1)(F)F ((2,2-Difluorocyclopropyl)[4-(trifluoromethyl)phenyl]methyl acetate). Yields the product C(C)(=O)OC(C1C(C1)(F)F)C1=C(C=C(C=C1)Cl)Cl ((2,4-Dichlorophenyl)(2,2-difluorocyclopropyl)methyl acetate). As a reaction SMILES: [Cl:1][C:2]1[CH:7]=[C:6]([Cl:8])[CH:5]=[CH:4][C:3]=1[CH:9]([CH:11]1[CH2:13][C:12]1([F:15])[F:14])[OH:10].[C:16](OC(C1CC1(F)F)C1C=CC(C(F)(F)F)=CC=1)(=[O:18])[CH3:17]>>[C:16]([O:10][CH:9]([C:3]1[CH:4]=[CH:5][C:6]([Cl:8])=[CH:7][C:2]=1[Cl:1])[CH:11]1[CH2:13][C:12]1([F:15])[F:14])(=[O:18])[CH3:17]. Procedure details: The title compound was prepared starting from 8.20 g (32.4 mmol) of a mixture of the two diastereomers of the compound from Example 191A in analogy to the synthesis of the compound from Example 192A. 7.70 g (81% of theory) of the title compound were obtained. Starting materials: NC1=C(C=C(C=C1)C1=NN(C2=NC=NC(=C21)N)[C@@H]2CC[C@@H](CC2)N2CCN(CC2)C)OC (cis-3-(4-amino-3-methoxyphenyl)-1-[4-(4-methylpiperazino)cyclohexyl]-1H-pyrazolo[3,4-d]pyrimidin-4-amine), CC(C(=O)Cl)(CC1=CC=CC=C1)C (2,2-dimethyl-3-phenylpropanoyl chloride), C([O-])(O)=O.[Na+] (sodium bicarbonate). Solvent: N1=CC=CC=C1 (pyridine). Run at time 2 hour. Product: NC1=C2C(=NC=N1)N(N=C2C2=CC(=C(C=C2)NC(C(CC2=CC=CC=C2)(C)C)=O)OC)[C@@H]2CC[C@@H](CC2)N2CCN(CC2)C (cis-N1-(4-{4-amino-1-[4-(4-methylpiperazino)cyclohexyl]-1H-pyrazolo[3,4-d]pyrimidin-3-yl}-2-methoxyphenyl)-2,2-dimethyl-3-phenylpropanamide). Isolated yield 61.9%. As a reaction SMILES: [NH2:1][C:2]1[CH:7]=[CH:6][C:5]([C:8]2[C:16]3[C:11](=[N:12][CH:13]=[N:14][C:15]=3[NH2:17])[N:10]([C@H:18]3[CH2:23][CH2:22][C@@H:21]([N:24]4[CH2:29][CH2:28][N:27]([CH3:30])[CH2:26][CH2:25]4)[CH2:20][CH2:19]3)[N:9]=2)=[CH:4][C:3]=1[O:31][CH3:32].[CH3:33][C:34]([CH3:45])([CH2:38][C:39]1[CH:44]=[CH:43][CH:42]=[CH:41][CH:40]=1)[C:35](Cl)=[O:36].C(=O)(O)[O-].[Na+]>N1C=CC=CC=1>[NH2:17][C:15]1[N:14]=[CH:13][N:12]=[C:11]2[N:10]([C@H:18]3[CH2:23][CH2:22][C@@H:21]([N:24]4[CH2:25][CH2:26][N:27]([CH3:30])[CH2:28][CH2:29]4)[CH2:20][CH2:19]3)[N:9]=[C:8]([C:5]3[CH:6]=[CH:7][C:2]([NH:1][C:35](=[O:36])[C:34]([CH3:33])([CH3:45])[CH2:38][C:39]4[CH:44]=[CH:43][CH:42]=[CH:41][CH:40]=4)=[C:3]([O:31][CH3:32])[CH:4]=3)[C:16]=12 |f:2.3|. Reported procedure: A solution of cis-3-(4-amino-3-methoxyphenyl)-1-[4-(4-methylpiperazino)cyclohexyl]-1H-pyrazolo[3,4-d]pyrimidin-4-amine (0.100 g, 0.23 mmol) in pyridine (2.5 mL) was treated with 2,2-dimethyl-3-phenylpropanoyl chloride (0.120 g, 0.61 mmol). The reaction mixture was stirred for 2 h at room temperature under a nitrogen atmosphere. Saturated sodium bicarbonate solution (10 mL) was added, and the reaction mixture was stirred for 20 min. Solvent was removed under reduced pressure. Dichloromethane and ... Reactants: Cc1cc(Br)cc(CBr)c1, CC(=O)SCC(C)C(=O)O, CCOC(C)=O, CO, [Na+], [OH-]. The product is Cc1cc(Br)cc(CSCC(C)C(=O)O)c1. RXN SMILES: [Br:1][c:2]1[cH:3][c:4]([CH2:9][Br:10])[cH:5][c:6]([CH3:8])[cH:7]1.[C:11](=[O:12])([CH3:13])[S:14][CH2:15][CH:16]([C:17](=[O:18])[OH:19])[CH3:20].[CH3:23][CH2:24][O:25][C:26]([CH3:27])=[O:28].[CH3:29][OH:30].[Na+:22].[OH-:21]>>[Br:1][c:2]1[cH:3][c:4]([CH2:9][S:14][CH2:15][CH:16]([C:17](=[O:18])[OH:19])[CH3:20])[cH:5][c:6]([CH3:8])[cH:7]1. The reactants are COC1=C(C=C(C(=C1)OC)OC)C=CC (2,4,5 trimethoxy phenyl propene), BrN1C(CCC1=O)=O (N-bromosuccinimide), O (water). The reagents and catalysts are [Br-].C(CCCCCCCCCCCCCCC)[N+](C)(C)C (cetyltrimethyl ammonium bromide). Run in CS(=O)C (DMSO). The product is COC1=C(C=C(C(=C1)OC)OC)C(C=O)C (2-(2,4,5 trimethoxy phenyl)propionaldehyde). Yield: 45.0%. RXN SMILES: [CH3:1][O:2][C:3]1[CH:8]=[C:7]([O:9][CH3:10])[C:6]([O:11][CH3:12])=[CH:5][C:4]=1[CH:13]=[CH:14]C.BrN1[C:21](=[O:22])CCC1=O.O>[Br-].C([N+](C)(C)C)CCCCCCCCCCCCCCC.CS(C)=O>[CH3:1][O:2][C:3]1[CH:8]=[C:7]([O:9][CH3:10])[C:6]([O:11][CH3:12])=[CH:5][C:4]=1[CH:13]([CH3:14])[CH:21]=[O:22] |f:3.4|. Procedure details: A mixture of 2,4,5 trimethoxy phenyl propene (1 mmol), N-bromosuccinimide (1.5 mmol), water (12 ml), DMSO (3 ml), cetyltrimethyl ammonium bromide (0.3 mmol) was taken in a 100 ml Erlenmeyer flask fitted with loose funnel at the top. The flask was shaken well and placed inside the multimode microwave oven and irradiated (900 W) for 8 minutes in parts. After completion of reaction, the reaction mixture was worked up as in example-1 to provide the corresponding 2-(2,4,5 trimethoxy phenyl)propionald... Starting materials: C(C1=CC=CC=C1)OC1=CC(=NC=C1Br)NC=1SC=C(N1)CCC1=CC=CC=C1 (4-(benzyloxy)-5-bromo-N-(4-phenethylthiazol-2-yl)pyridin-2-amine), Cl (HCl), Cl (HCl). The solvent is O1CCOCC1 (dioxane). Reaction conditions: temperature 95 celsius, time 8 hour. The product is Cl.BrC=1C(=CC(=NC1)NC=1SC=C(N1)CCC1=CC=CC=C1)O (5-bromo-2-(4-phenethylthiazol-2-ylamino)pyridin-4-ol hydrochloride). The yield is 89.0%. RXN SMILES: C([O:8][C:9]1[C:14]([Br:15])=[CH:13][N:12]=[C:11]([NH:16][C:17]2[S:18][CH:19]=[C:20]([CH2:22][CH2:23][C:24]3[CH:29]=[CH:28][CH:27]=[CH:26][CH:25]=3)[N:21]=2)[CH:10]=1)C1C=CC=CC=1.[ClH:30]>O1CCOCC1>[ClH:30].[Br:15][C:14]1[C:9]([OH:8])=[CH:10][C:11]([NH:16][C:17]2[S:18][CH:19]=[C:20]([CH2:22][CH2:23][C:24]3[CH:25]=[CH:26][CH:27]=[CH:28][CH:29]=3)[N:21]=2)=[N:12][CH:13]=1 |f:3.4|. Procedure: A flask was charged with 4-(benzyloxy)-5-bromo-N-(4-phenethylthiazol-2-yl)pyridin-2-amine (1.0 g, 2.1 mmol), dioxane (20 mL), concentrated HCl (70 mL) and 6N HCl (10 mL). The reaction was stirred at 95° C. overnight. The reaction was filtered and the collected solids were washed with water and under high vacuum overnight to give the desired product (0.80 g, 89% yield) as light yellow solid. Starting materials: CC(C)(C)NC(=O)c1cccc(CN2CCNCC2)c1, CCN(C(C)C)C(C)C, ClCCl, Cl, Cl, O=C(Cl)c1ccc([N+](=O)[O-])cc1. Yields the product CC(C)(C)NC(=O)c1cccc(CN2CCN(C(=O)c3ccc([N+](=O)[O-])cc3)CC2)c1. Reaction SMILES: [C:3]([CH3:4])([CH3:5])([CH3:6])[NH:7][C:8]([c:9]1[cH:10][c:11]([CH2:15][N:16]2[CH2:17][CH2:18][NH:19][CH2:20][CH2:21]2)[cH:12][cH:13][cH:14]1)=[O:22].[CH2:23]([N:24]([CH:25]([CH3:26])[CH3:27])[CH:28]([CH3:29])[CH3:30])[CH3:31].[Cl:44][CH2:45][Cl:46].[ClH:1].[ClH:2].[N+:32](=[O:33])([O-:34])[c:35]1[cH:36][cH:37][c:38]([C:39](=[O:40])[Cl:41])[cH:42][cH:43]1>>[C:3]([CH3:4])([CH3:5])([CH3:6])[NH:7][C:8]([c:9]1[cH:10][c:11]([CH2:15][N:16]2[CH2:17][CH2:18][N:19]([C:39]([c:38]3[cH:37][cH:36][c:35]([N+:32](=[O:33])[O-:34])[cH:43][cH:42]3)=[O:40])[CH2:20][CH2:21]2)[cH:12][cH:13][cH:14]1)=[O:22].